This data is from the Open Reaction Database (ORD), a public repository of structured organic reaction records. The task is: describe an organic reaction: reactants, conditions, products, and yield Starting materials: C1(=CC=CC=C1)[Li] (phenyllithium), [Cl-].C1(=CC=CS1)C[P+](C1=CC=CC=C1)(C1=CC=CC=C1)C1=CC=CC=C1 (2-thenyl triphenylphosphonium chloride), II (iodine), C(CCC)N(C1=CC=C(C=O)C=C1)CCCC (4-(dibutylamino)benzaldehyde). Solvent: C1(=CC=CC=C1)C (toluene), O (water), O1CCCC1 (tetrahydrofuran), O (water), C1(=CC=CC=C1)C (toluene). Run at time 1 hour. The product is C(CCC)N(C1=CC=C(C=C1)C=CC=1SC=CC1)CCCC (Dibutyl[4-[2-(thiophene-2-yl)vinyl]phenyl]amine). Isolated yield 94.8%. RXN SMILES: C1([Li])C=CC=CC=1.[Cl-].[C:9]1([CH2:14][P+](C2C=CC=CC=2)(C2C=CC=CC=2)C2C=CC=CC=2)[S:13][CH:12]=[CH:11][CH:10]=1.[CH2:34]([N:38]([CH2:47][CH2:48][CH2:49][CH3:50])[C:39]1[CH:46]=[CH:45][C:42]([CH:43]=O)=[CH:41][CH:40]=1)[CH2:35][CH2:36][CH3:37].II>C1(C)C=CC=CC=1.O.O1CCCC1>[CH2:34]([N:38]([CH2:47][CH2:48][CH2:49][CH3:50])[C:39]1[CH:46]=[CH:45][C:42]([CH:43]=[CH:14][C:9]2[S:13][CH:12]=[CH:11][CH:10]=2)=[CH:41][CH:40]=1)[CH2:35][CH2:36][CH3:37] |f:1.2|. Reported procedure: In a stream of argon, to 70 ml of tetrahydrofuran was added 10.45 g of phenyllithium (19% solution in dibutylether) (23.6 mmol), and 8.09 g (20.5 mmol) of 2-thenyl triphenylphosphonium chloride was added thereto under cooling. To this mixture was added dropwise 4.92 g (21.0 mmol) of 4-(dibutylamino)benzaldehyde. The mixture was stirred at the same temperature for 1 hour. After the reaction mixture was poured into water, extraction with toluene, washing with a saturated saline solution, drying ov... Reactants: CC(=O)O (HOAc), C(#N)C=1C=C(C(=NC1NC=1C=NC2=CC=CC=C2C1)NC(C(=O)N)CC(F)(F)F)F (2-(5-cyano-3-fluoro-6-(quinolin-3-ylamino)pyridin-2-ylamino)-4,4,4-trifluorobutanamide), [OH-].[Na+] (NaOH), OO (H2O2). The solvent is CCO (EtOH), CS(=O)C (DMSO). Conditions: time 20 minute. Product: NC(C(CC(F)(F)F)NC1=NC(=C(C(=O)N)C=C1F)NC=1C=NC2=CC=CC=C2C1)=O (6-(1-amino-4,4,4-trifluoro-1-oxobutan-2-ylamino)-5-fluoro-2-(quinolin-3-ylamino)nicotinamide). RXN SMILES: [C:1]([C:3]1[CH:4]=[C:5]([F:30])[C:6]([NH:20][CH:21]([CH2:25][C:26]([F:29])([F:28])[F:27])[C:22]([NH2:24])=[O:23])=[N:7][C:8]=1[NH:9][C:10]1[CH:11]=[N:12][C:13]2[C:18]([CH:19]=1)=[CH:17][CH:16]=[CH:15][CH:14]=2)#[N:2].[OH-].[Na+].OO.CC(O)=[O:37]>CCO.CS(C)=O>[NH2:24][C:22](=[O:23])[CH:21]([NH:20][C:6]1[C:5]([F:30])=[CH:4][C:3]([C:1]([NH2:2])=[O:37])=[C:8]([NH:9][C:10]2[CH:11]=[N:12][C:13]3[C:18]([CH:19]=2)=[CH:17][CH:16]=[CH:15][CH:14]=3)[N:7]=1)[CH2:25][C:26]([F:29])([F:27])[F:28] |f:1.2|. Procedure details: To a solution of crude 2-(5-cyano-3-fluoro-6-(quinolin-3-ylamino)pyridin-2-ylamino)-4,4,4-trifluorobutanamide (180 mg) in EtOH (2 mL) and DMSO (1 mL), aq. 1N NaOH (1 mL) and aq. H2O2 (50%, 1 mL) were added. The mixture was stirred for 20 min. HOAc (0.5 mL) was added. It was concentrated in vacuo. The residue was purified by HPLC to give the titled compound (44 mg). MS 437.3 (M+H); UV 202.2, 224.1, 295.2 nm; t 0.482 min. The reactants are CSC1=CC(=C(C=C1)C1=CC=CC=C1)[N+](=O)[O-] (4-Methylthio-2-nitrobiphenyl), hydrated stannous chloride. Run in C(C)OC(C)=O (ethylacetate). Yields the product NC1=C(C=CC(=C1)SC)C1=CC=CC=C1 (2-amino-4-methylthiobiphenyl). RXN SMILES: [CH3:1][S:2][C:3]1[CH:8]=[CH:7][C:6]([C:9]2[CH:14]=[CH:13][CH:12]=[CH:11][CH:10]=2)=[C:5]([N+:15]([O-])=O)[CH:4]=1>C(OC(=O)C)C>[NH2:15][C:5]1[CH:4]=[C:3]([S:2][CH3:1])[CH:8]=[CH:7][C:6]=1[C:9]1[CH:10]=[CH:11][CH:12]=[CH:13][CH:14]=1. Reported procedure: 4-Methylthio-2-nitrobiphenyl (15 g) was reduced with hydrated stannous chloride (64 g) in ethylacetate (300 ml) at ambient temperature for 15 hours to give 2-amino-4-methylthiobiphenyl as a yellow oil. Starting materials: FC1=C(C(=C(C(=C1[B-](C1=C(C(=C(C(=C1F)F)F)F)F)(C1=C(C(=C(C(=C1F)F)F)F)F)C1=C(C(=C(C(=C1F)F)F)F)F)F)F)F)F.[H+].[Li] (lithiumtetrakis(pentafluorophenyl)boric acid), Cl.C(CCC)[NH+](CCCC)CCCC (tri-n-butylammonium hydrochloride). Solvent: O (water). Product: FC1=C(C(=C(C(=C1[B-](C1=C(C(=C(C(=C1F)F)F)F)F)(C1=C(C(=C(C(=C1F)F)F)F)F)C1=C(C(=C(C(=C1F)F)F)F)F)F)F)F)F.C(CCC)[NH+](CCCC)CCCC (tri-n-butylammonium tetrakis(pentafluorophenyl)borate). The yield is 80.0%. RXN SMILES: [F:1][C:2]1[C:7]([B-:8]([C:31]2[C:36]([F:37])=[C:35]([F:38])[C:34]([F:39])=[C:33]([F:40])[C:32]=2[F:41])([C:20]2[C:25]([F:26])=[C:24]([F:27])[C:23]([F:28])=[C:22]([F:29])[C:21]=2[F:30])[C:9]2[C:14]([F:15])=[C:13]([F:16])[C:12]([F:17])=[C:11]([F:18])[C:10]=2[F:19])=[C:6]([F:42])[C:5]([F:43])=[C:4]([F:44])[C:3]=1[F:45].[H+].[Li].Cl.[CH2:49]([NH+:53]([CH2:58][CH2:59][CH2:60][CH3:61])[CH2:54][CH2:55][CH2:56][CH3:57])[CH2:50][CH2:51][CH3:52]>O>[F:37][C:36]1[C:31]([B-:8]([C:9]2[C:14]([F:15])=[C:13]([F:16])[C:12]([F:17])=[C:11]([F:18])[C:10]=2[F:19])([C:7]2[C:6]([F:42])=[C:5]([F:43])[C:4]([F:44])=[C:3]([F:45])[C:2]=2[F:1])[C:20]2[C:21]([F:30])=[C:22]([F:29])[C:23]([F:28])=[C:24]([F:27])[C:25]=2[F:26])=[C:32]([F:41])[C:33]([F:40])=[C:34]([F:39])[C:35]=1[F:38].[CH2:58]([NH+:53]([CH2:49][CH2:50][CH2:51][CH3:52])[CH2:54][CH2:55][CH2:56][CH3:57])[CH2:59][CH2:60][CH3:61] |f:0.1.2,3.4,6.7,^1:46|. Procedure details: Next, 16 mmols of lithiumtetrakis(pentafluorophenyl)boric acid was reacted with 16 mmols of tri-n-butylammonium hydrochloride in water to obtain 12.8 mmols of tri-n-butylammonium tetrakis(pentafluorophenyl)borate in the form of a white solid.